From a dataset of the Open Reaction Database (ORD), a public repository of structured organic reaction records. describe an organic reaction: reactants, conditions, products, and yield Reactants: O=C1NC2=C(SC3=C1C=CC=C3)C=C(C=C2)C(=O)OC (Methyl 10,11-Dihydro-11-oxodibenzo[b,f][1,4]thiazepin-7-carboxylate), ClC1=CC(=CC=C1)C(=O)OO (m-chloroperbenzoic acid). Run in C(Cl)Cl (methylene chloride). Conditions: time 45 minute. The product is O=C1NC2=C(S(C3=C1C=CC=C3)=O)C=C(C=C2)C(=O)OC (Methyl 10,11-Dihydro-11-oxodibenzo[b,f][1,4]thiazepin-7-carboxylate 5-Oxide). Yield: 100.4%. RXN SMILES: [O:1]=[C:2]1[C:8]2[CH:9]=[CH:10][CH:11]=[CH:12][C:7]=2[S:6][C:5]2[CH:13]=[C:14]([C:17]([O:19][CH3:20])=[O:18])[CH:15]=[CH:16][C:4]=2[NH:3]1.ClC1C=CC=C(C(OO)=[O:29])C=1>C(Cl)Cl>[O:1]=[C:2]1[C:8]2[CH:9]=[CH:10][CH:11]=[CH:12][C:7]=2[S:6](=[O:29])[C:5]2[CH:13]=[C:14]([C:17]([O:19][CH3:20])=[O:18])[CH:15]=[CH:16][C:4]=2[NH:3]1. Procedure: Suspend 1.14 gm (4 mmole) of the ester of Example 23 in 60 ml of methylene chloride and add 1.035 gm of commercial m-chloroperbenzoic acid. Stir at room temperature for 45 minutes and filter. Concentrate the filtrate and separate the solids. Combine the solids to obtain the title product (yield 1.21 gm). Starting materials: CCOC(=O)c1csc(Br)n1, [Na+], [OH-]. Product: O=C(O)c1csc(Br)n1. Reaction SMILES: [CH2:1]([CH3:2])[O:3][C:4](=[O:5])[c:6]1[n:7][c:8]([Br:11])[s:9][cH:10]1.[Na+:13].[OH-:12]>>[O:3]=[C:4]([OH:5])[c:6]1[n:7][c:8]([Br:11])[s:9][cH:10]1. RXN SMILES: [CH3:1][CH:2]([N:4]([CH:17]1[CH2:22][CH2:21][N:20]([CH2:23][CH2:24][C:25]2[CH:30]=[CH:29][CH:28]=[CH:27][CH:26]=2)[CH2:19][CH2:18]1)[C:5]([NH:7][C:8]1[CH:13]=[CH:12][CH:11]=[CH:10][C:9]=1[N+:14]([O-])=O)=[S:6])[CH3:3].N.[H][H]>[Pd].[Pt].CO>[NH2:14][C:9]1[CH:10]=[CH:11][CH:12]=[CH:13][C:8]=1[NH:7][C:5]([N:4]([CH:2]([CH3:3])[CH3:1])[CH:17]1[CH2:22][CH2:21][N:20]([CH2:23][CH2:24][C:25]2[CH:30]=[CH:29][CH:28]=[CH:27][CH:26]=2)[CH2:19][CH2:18]1)=[S:6]. The product is 39, NC1=C(C=CC=C1)NC(=S)N(C1CCN(CC1)CCC1=CC=CC=C1)C(C)C (N-(2-aminophenyl)-N'-(1-methylethyl)-N'-[1-(2-phenylethyl)-4-piperidinyl]thiourea). Procedure details: A mixture of 43 parts of N-(1-methylethyl)-N'-(2-nitrophenyl)-N-[1-(2-phenylethyl)-4-piperidinyl]thiourea and 800 parts of methanol, saturated with ammonia is hydrogenated at normal pressure and at room temperature with 6 parts of palladium-on-charcoal catalyst 10% and 6 parts of platinum-on-charcoal catalyst 5%. After the calculated amount of hydrogen is taken up, the catalysts are filtered off over Hyflo and the filtrate is evaporated, yielding 39 parts (100%) of N-(2-aminophenyl)-N'-(1-methyl... Yield: 100.0%. The reagents and catalysts are [Pd] (palladium-on-charcoal), [Pt] (platinum-on-charcoal). Solvent: CO (methanol). The reactants are N (ammonia), [H][H] (hydrogen), 43, CC(C)N(C(=S)NC1=C(C=CC=C1)[N+](=O)[O-])C1CCN(CC1)CCC1=CC=CC=C1 (N-(1-methylethyl)-N'-(2-nitrophenyl)-N-[1-(2-phenylethyl)-4-piperidinyl]thiourea). Starting materials: O[C@@H]1C[C@@H](CC[C@H]1C)NC1=NC(=NC=C1C#N)S(=O)(=O)C (4-((1R,3R,4R)-3-hydroxy-4-methylcyclohexylamino)-2-(methylsulfonyl)pyrimidine-5-carbonitrile), CC(C)N (propan-2-amine), CCN(C(C)C)C(C)C (DIEA). Reaction conditions: temperature 80 celsius, time 4 hour. The product is O[C@@H]1C[C@@H](CC[C@H]1C)NC1=NC(=NC=C1C#N)NC(C)C (4-((1R,3R,4R)-3-hydroxy-4-methylcyclohexylamino)-2-(isopropylamino)pyrimidine-5-carbonitrile). Yield: 91.6%. As a reaction SMILES: [OH:1][C@H:2]1[C@H:7]([CH3:8])[CH2:6][CH2:5][C@@H:4]([NH:9][C:10]2[C:15]([C:16]#[N:17])=[CH:14][N:13]=[C:12](S(C)(=O)=O)[N:11]=2)[CH2:3]1.[CH3:22][CH:23]([NH2:25])[CH3:24].CCN(C(C)C)C(C)C>>[OH:1][C@H:2]1[C@H:7]([CH3:8])[CH2:6][CH2:5][C@@H:4]([NH:9][C:10]2[C:15]([C:16]#[N:17])=[CH:14][N:13]=[C:12]([NH:25][CH:23]([CH3:24])[CH3:22])[N:11]=2)[CH2:3]1. Reported procedure: To the solution of 4-((1R,3R,4R)-3-hydroxy-4-methylcyclohexylamino)-2-(methylsulfonyl)pyrimidine-5-carbonitrile (446 mg, 1.437 mmol) from the previous step was added propan-2-amine (0.367 mL, 4.31 mmol) and DIEA (1.004 mL, 5.75 mmol). The reaction was stirred at 80° C. for 4 h and then allowed to cool to ambient temperature. The solvent was evaporated under reduced pressure and the residue was purified by silica gel chromatography (0-90% ethyl acetate in hexanes) to afford 4-((1R,3R,4R)-3-hydrox... Reactants: C(C1=CC=CC=C1)O[C@H]1[C@@H]([C@H]2N=C(S[C@H]2O[C@@H]1C=O)N(C(OC(C)(C)C)=O)CCF)OCC1=CC=CC=C1 (tert-butyl (3aR,5S,6S,7R,7aR)-6,7-bis(benzyloxy)-5-formyl-5,6,7,7a-tetrahydro-3aH-pyrano[3,2-d]thiazol-2-yl(2-fluoroethyl)carbamate), C[Mg]Cl (methylmagnesium chloride). The solvent is C1CCOC1 (THF). Conditions: temperature 2.5 celsius, time 3 hour. Product: C(C1=CC=CC=C1)O[C@H]1[C@@H]([C@H]2N=C(S[C@H]2O[C@@H]1C(C)O)N(C(OC(C)(C)C)=O)CCF)OCC1=CC=CC=C1 (tert-Butyl (3aR,5R,6S,7R,7aR)-6,7-bis(benzyloxy)-5-(1-hydroxyethyl)-5,6,7,7a-tetrahydro-3aH-pyrano[3,2-d]thiazol-2-yl(2-fluoroethyl)carbamate). As a reaction SMILES: [CH2:1]([O:8][C@@H:9]1[C@@H:17]([CH:18]=[O:19])[O:16][C@H:15]2[C@H:11]([N:12]=[C:13]([N:20]([CH2:28][CH2:29][F:30])[C:21](=[O:27])[O:22][C:23]([CH3:26])([CH3:25])[CH3:24])[S:14]2)[C@H:10]1[O:31][CH2:32][C:33]1[CH:38]=[CH:37][CH:36]=[CH:35][CH:34]=1)[C:2]1[CH:7]=[CH:6][CH:5]=[CH:4][CH:3]=1.[CH3:39][Mg]Cl>C1COCC1>[CH2:1]([O:8][C@@H:9]1[C@@H:17]([CH:18]([OH:19])[CH3:39])[O:16][C@H:15]2[C@H:11]([N:12]=[C:13]([N:20]([CH2:28][CH2:29][F:30])[C:21](=[O:27])[O:22][C:23]([CH3:24])([CH3:26])[CH3:25])[S:14]2)[C@H:10]1[O:31][CH2:32][C:33]1[CH:34]=[CH:35][CH:36]=[CH:37][CH:38]=1)[C:2]1[CH:3]=[CH:4][CH:5]=[CH:6][CH:7]=1. Procedure details: To a solution of tert-butyl (3aR,5S,6S,7R,7aR)-6,7-bis(benzyloxy)-5-formyl-5,6,7,7a-tetrahydro-3aH-pyrano[3,2-d]thiazol-2-yl(2-fluoroethyl)carbamate (400 mg, 0.73 mmol) in THF (20 mL) was added methylmagnesium chloride (1 mL, 3M in THF). After stirred for 3 hours at 0-5°C., the resulting solution was quenched with saturated aqueous NH4Cl (10 mL) and extracted with ethyl acetate (3×30 mL). The organic layers were dried over anhydrous magnesium sulfate and concentrated under vacuum to give a resid... As a reaction SMILES: [C:1](Cl)(=[O:5])[CH2:2][CH2:3][CH3:4].[OH:7][C@H:8]([C@@H:30]([NH:38][C:39](=[O:58])[C@H:40]([CH2:54][C:55](=[O:57])[NH2:56])[NH:41][C:42]([C:44]1[CH:53]=[CH:52][C:51]2[C:46](=[CH:47][CH:48]=[CH:49][CH:50]=2)[N:45]=1)=[O:43])[CH2:31][C:32]1[CH:37]=[CH:36][CH:35]=[CH:34][CH:33]=1)[CH2:9][N:10]([CH2:23][C:24]1[CH:29]=[CH:28][CH:27]=[CH:26][CH:25]=1)[NH:11][C:12](=[O:22])[C@H:13]([CH:19]([CH3:21])[CH3:20])[NH:14][C:15]([O:17][CH3:18])=[O:16]>CN(C1C=CN=CC=1)C.O1CCOCC1.C(Cl)Cl.N1C=CC=CC=1>[C:1]([O:7][C@H:8]([C@@H:30]([NH:38][C:39](=[O:58])[C@H:40]([CH2:54][C:55](=[O:57])[NH2:56])[NH:41][C:42]([C:44]1[CH:53]=[CH:52][C:51]2[C:46](=[CH:47][CH:48]=[CH:49][CH:50]=2)[N:45]=1)=[O:43])[CH2:31][C:32]1[CH:33]=[CH:34][CH:35]=[CH:36][CH:37]=1)[CH2:9][N:10]([CH2:23][C:24]1[CH:25]=[CH:26][CH:27]=[CH:28][CH:29]=1)[NH:11][C:12](=[O:22])[C@H:13]([CH:19]([CH3:20])[CH3:21])[NH:14][C:15]([O:17][CH3:18])=[O:16])(=[O:5])[CH2:2][CH2:3][CH3:4]. Reported procedure: Under a nitrogen atmosphere, a small amount of DMAP and 0.2 ml of butyric acid chloride are added to a solution of 121 mg (0.17 mmol) of 1-[2(S)-hydroxy-3(S)-(N-(quinoline-2-carbonyl)-(L)-asparaginyl)amino-4-phenyl-butyl]-1-[phenylmethyl]-2-[N-(methoxycarbonyl)-(L)-valyl]-hydrazine (Example 109) in 3.5 ml of dioxane, 2 ml of methylene chloride and 0.4 ml of pyridine. Dilution of the reaction mixture with methylene chloride, washing with 2 portions of saturated NaHCO3 solution, water and brine, e... Starting materials: C(CCC)(=O)Cl (butyric acid chloride), O[C@@H](CN(NC([C@@H](NC(=O)OC)C(C)C)=O)CC1=CC=CC=C1)[C@H](CC1=CC=CC=C1)NC([C@@H](NC(=O)C1=NC2=CC=CC=C2C=C1)CC(N)=O)=O (1-[2(S)-hydroxy-3(S)-(N-(quinoline-2-carbonyl)-(L)-asparaginyl)amino-4-phenyl-butyl]-1-[phenylmethyl]-2-[N-(methoxycarbonyl)-(L)-valyl]-hydrazine). Run in O1CCOCC1 (dioxane), C(Cl)Cl (methylene chloride), N1=CC=CC=C1 (pyridine). Product: C(CCC)(=O)O[C@@H](CN(NC([C@@H](NC(=O)OC)C(C)C)=O)CC1=CC=CC=C1)[C@H](CC1=CC=CC=C1)NC([C@@H](NC(=O)C1=NC2=CC=CC=C2C=C1)CC(N)=O)=O (1-[2(S)-Butyroxy-3(S)-(N-(quinoline-2-carbonyl)-(L)-asparaginyl)amino-4-phenyl-butyl]-1-[phenylmethyl]2-[N-(methoxycarbonyl)-(L)-valyl]-hydrazine). Reagents/catalysts: CN(C)C=1C=CN=CC1 (DMAP).